This data is from the Open Reaction Database (ORD), a public repository of structured organic reaction records. The task is: describe an organic reaction: reactants, conditions, products, and yield The reactants are Cc1cc(S(=O)(=O)Cl)c(C)cc1Cl, Nc1cccc(COCc2ccc(F)cc2)n1. Product: Cc1cc(S(=O)(=O)Nc2cccc(COCc3ccc(F)cc3)n2)c(C)cc1Cl. Reaction SMILES: [Cl:18][c:19]1[cH:20][c:21]([CH3:30])[c:22]([S:26](=[O:27])(=[O:28])[Cl:29])[cH:23][c:24]1[CH3:25].[F:1][c:2]1[cH:3][cH:4][c:5]([CH2:6][O:7][CH2:8][c:9]2[cH:10][cH:11][cH:12][c:13]([NH2:15])[n:14]2)[cH:16][cH:17]1>>[F:1][c:2]1[cH:3][cH:4][c:5]([CH2:6][O:7][CH2:8][c:9]2[cH:10][cH:11][cH:12][c:13]([NH:15][S:26]([c:22]3[c:21]([CH3:30])[cH:20][c:19]([Cl:18])[c:24]([CH3:25])[cH:23]3)(=[O:27])=[O:28])[n:14]2)[cH:16][cH:17]1. Starting materials: C1(CC1)NC(NC1=CC=C(C=C1)B1OC(C)(C)C(C)(C)O1)=O ((4-(3-cyclopropylureido)phenyl)boronic acid pinacol ester), C(=O)([O-])[O-].[Cs+].[Cs+] (Cs2CO3), ClC1=NC(=NC(=C1)Cl)N1CCOCC1 (4-(4,6-dichloropyrimidin-2-yl)morpholine), N1=CC(=CC=C1)B(O)O (pyridine-3-boronic acid), C(=O)([O-])[O-].[Cs+].[Cs+] (Cs2CO3). Reagents/catalysts: Cl[Pd]([P](C1=CC=CC=C1)(C2=CC=CC=C2)C3=CC=CC=C3)([P](C4=CC=CC=C4)(C5=CC=CC=C5)C6=CC=CC=C6)Cl (Pd(PPh3)2Cl2), Cl[Pd]([P](C1=CC=CC=C1)(C2=CC=CC=C2)C3=CC=CC=C3)([P](C4=CC=CC=C4)(C5=CC=CC=C5)C6=CC=CC=C6)Cl (Pd(PPh3)2Cl2). Run in O (water), O1CCOCC1 (dioxane). Reaction conditions: temperature 120 celsius. The product is C1(CC1)NC(=O)NC1=CC=C(C=C1)C1=NC(=NC(=C1)C=1C=NC=CC1)N1CCOCC1 (1-cyclopropyl-3-(4-(2-morpholino-6-(pyridin-3-yl)pyrimidin-4-yl)phenyl)urea). RXN SMILES: Cl[C:2]1[CH:7]=[C:6](Cl)[N:5]=[C:4]([N:9]2[CH2:14][CH2:13][O:12][CH2:11][CH2:10]2)[N:3]=1.[N:15]1[CH:20]=[CH:19][CH:18]=[C:17](B(O)O)[CH:16]=1.C([O-])([O-])=O.[Cs+].[Cs+].[CH:30]1([NH:33][C:34](=[O:51])[NH:35][C:36]2[CH:41]=[CH:40][C:39](B3OC(C)(C)C(C)(C)O3)=[CH:38][CH:37]=2)[CH2:32][CH2:31]1>O1CCOCC1.O.Cl[Pd](Cl)([P](C1C=CC=CC=1)(C1C=CC=CC=1)C1C=CC=CC=1)[P](C1C=CC=CC=1)(C1C=CC=CC=1)C1C=CC=CC=1>[CH:30]1([NH:33][C:34]([NH:35][C:36]2[CH:41]=[CH:40][C:39]([C:2]3[CH:7]=[C:6]([C:17]4[CH:16]=[N:15][CH:20]=[CH:19][CH:18]=4)[N:5]=[C:4]([N:9]4[CH2:14][CH2:13][O:12][CH2:11][CH2:10]4)[N:3]=3)=[CH:38][CH:37]=2)=[O:51])[CH2:32][CH2:31]1 |f:2.3.4,^1:61,80|. Reported procedure: 4-(4,6-dichloropyrimidin-2-yl)morpholine (100 mg 0.43 mmol), pyridine-3-boronic acid (49 mg, 0.4 mmol), Cs2CO3 (280 mg, 0.86 mmol) and Pd(PPh3)2Cl2 (20 mg, 0.025 mmol) were combined in dioxane (3 ml) and water (1 ml). The reaction mixture was then heated by microwave at 120° C. for 20 min. Without purification (4-(3-cyclopropylureido)phenyl)boronic acid pinacol ester (130 mg, 0.43 mmol), Cs2CO3 (280 mg, 0.86 mmol) and Pd(PPh3)2Cl2 (20 mg, 0.025 mmol) were added and the reaction mixture was then ... Reactants: O=C(O)C(F)(F)F, CN1CCOc2cc(O)c(C3C(=O)N(CC4CCCO4)c4ccccc43)cc21, COc1cc(O)c(C2C(=O)N(C(c3ccccc3)c3ccccc3)c3ccccc32)cc1C. The product is CN1CCOc2cc3c(cc21)C1(CO3)C(=O)N(CC2CCCO2)c2ccccc21. Reaction SMILES: [F:1][C:2]([F:3])([F:4])[C:5]([OH:6])=[O:7].[OH:8][c:9]1[cH:10][c:11]2[c:12]([cH:18][c:19]1[CH:20]1[C:21](=[O:35])[N:22]([CH2:29][CH:30]3[O:31][CH2:32][CH2:33][CH2:34]3)[c:23]3[cH:24][cH:25][cH:26][cH:27][c:28]31)[N:13]([CH3:17])[CH2:14][CH2:15][O:16]2.[c:36]1([CH:37]([c:38]2[cH:39][cH:40][cH:41][cH:42][cH:43]2)[N:44]2[c:45]3[c:46]([cH:47][cH:48][cH:49][cH:50]3)[CH:51]([c:52]3[cH:53][c:54]([CH3:55])[c:56]([O:57][CH3:58])[cH:59][c:60]3[OH:61])[C:62]2=[O:63])[cH:64][cH:65][cH:66][cH:67][cH:68]1>>[CH2:2]1[O:8][c:9]2[cH:10][c:11]3[c:12]([cH:18][c:19]2[C:20]12[C:21](=[O:35])[N:22]([CH2:29][CH:30]1[O:31][CH2:32][CH2:33][CH2:34]1)[c:23]1[cH:24][cH:25][cH:26][cH:27][c:28]12)[N:13]([CH3:17])[CH2:14][CH2:15][O:16]3. Reactants: FC(C(=O)O)(F)F (2,2,2-Trifluoroacetic acid), C(C)(C)(C)OC(=O)N1[C@@H](C[C@H](C1)OC1=CC=C(C=C1)C=1SC2=NC(=CC=C2N1)C1(CC1)C1=CC=CC=C1)C(=O)O ((2S,4R)-1-(tert-butoxycarbonyl)-4-(4-(5-(1-phenylcyclopropyl)thiazolo[5,4-b]pyridin-2-yl)phenoxy)pyrrolidine-2-carboxylic acid). Reaction SMILES: FC(F)(F)C(O)=O.C(OC([N:15]1[CH2:19][C@H:18]([O:20][C:21]2[CH:26]=[CH:25][C:24]([C:27]3[S:28][C:29]4[C:34]([N:35]=3)=[CH:33][CH:32]=[C:31]([C:36]3([C:39]5[CH:44]=[CH:43][CH:42]=[CH:41][CH:40]=5)[CH2:38][CH2:37]3)[N:30]=4)=[CH:23][CH:22]=2)[CH2:17][C@H:16]1[C:45]([OH:47])=[O:46])=O)(C)(C)C>C(Cl)Cl>[C:39]1([C:36]2([C:31]3[N:30]=[C:29]4[S:28][C:27]([C:24]5[CH:25]=[CH:26][C:21]([O:20][C@H:18]6[CH2:19][NH:15][C@H:16]([C:45]([OH:47])=[O:46])[CH2:17]6)=[CH:22][CH:23]=5)=[N:35][C:34]4=[CH:33][CH:32]=3)[CH2:37][CH2:38]2)[CH:40]=[CH:41][CH:42]=[CH:43][CH:44]=1. Solvent: C(Cl)Cl (DCM). Yields the product C1(=CC=CC=C1)C1(CC1)C1=CC=C2C(=N1)SC(=N2)C2=CC=C(O[C@@H]1C[C@H](NC1)C(=O)O)C=C2 ((2S,4R)-4-(4-(5-(1-phenylcyclopropyl)thiazolo[5,4-b]pyridin-2-yl)phenoxy)pyrrolidine-2-carboxylic acid). Procedure: 2,2,2-Trifluoroacetic acid (0.5 mL, 6.49 mmol) was added to a solution of (2S,4R)-1-(tert-butoxycarbonyl)-4-(4-(5-(1-phenylcyclopropyl)thiazolo[5,4-b]pyridin-2-yl)phenoxy)pyrrolidine-2-carboxylic acid (130.0 mg, 0.233 mmol) in DCM (4.5 mL) and the resulting solution was stirred at 25° C. for 2 h. The reaction mixture was then concentrated in vacuo, and the residue was taken up in DMSO (2.0 mL) and purified by rpHPLC (10-100% CH3CN/H2O+0.1% TFA) to provide (2S,4R)-4-(4-(5-(1-phenylcyclopropyl)thi... Conditions: temperature 25 celsius, time 2 hour. Starting materials: NC1=C(C=C(C=N1)B(O)O)C=1C=C2CCNC(C2=CC1)=O ((6-amino-5-(1-oxo-1,2,3,4-tetrahydroisoquinolin-6-yl)pyridin-3-yl)boronic acid), BrC1=CC=C(S1)S(=O)(=O)NCC (5-bromo-N-ethylthiophene-2-sulfonamide), C(=O)([O-])[O-].[Na+].[Na+] (Na2CO3). Reagents/catalysts: Cl[Pd]([P](C1=CC=CC=C1)(C2=CC=CC=C2)C3=CC=CC=C3)([P](C4=CC=CC=C4)(C5=CC=CC=C5)C6=CC=CC=C6)Cl (PdCl2(PPh3)2). The solvent is CCCCO (n-BuOH). Run at temperature 140 celsius. Product: NC1=C(C=C(C=N1)C1=CC=C(S1)S(=O)(=O)NCC)C=1C=C2CCNC(C2=CC1)=O (5-(6-amino-5-(1-oxo-1,2,3,4-tetrahydroisoquinolin-6-yl)pyridin-3-yl)-N-ethylthiophene-2-sulfonamide). RXN SMILES: [NH2:1][C:2]1[N:7]=[CH:6][C:5](B(O)O)=[CH:4][C:3]=1[C:11]1[CH:12]=[C:13]2[C:18](=[CH:19][CH:20]=1)[C:17](=[O:21])[NH:16][CH2:15][CH2:14]2.Br[C:23]1[S:27][C:26]([S:28]([NH:31][CH2:32][CH3:33])(=[O:30])=[O:29])=[CH:25][CH:24]=1.C([O-])([O-])=O.[Na+].[Na+]>CCCCO.Cl[Pd](Cl)([P](C1C=CC=CC=1)(C1C=CC=CC=1)C1C=CC=CC=1)[P](C1C=CC=CC=1)(C1C=CC=CC=1)C1C=CC=CC=1>[NH2:1][C:2]1[N:7]=[CH:6][C:5]([C:23]2[S:27][C:26]([S:28]([NH:31][CH2:32][CH3:33])(=[O:30])=[O:29])=[CH:25][CH:24]=2)=[CH:4][C:3]=1[C:11]1[CH:12]=[C:13]2[C:18](=[CH:19][CH:20]=1)[C:17](=[O:21])[NH:16][CH2:15][CH2:14]2 |f:2.3.4,^1:47,66|. Reported procedure: A mixture of (6-amino-5-(1-oxo-1,2,3,4-tetrahydroisoquinolin-6-yl)pyridin-3-yl)boronic acid (291 mg, 1.02 mmol), 5-bromo-N-ethylthiophene-2-sulfonamide (278 mg, 1.02 mmol), and PdCl2(PPh3)2 (35 mg, 0.05 mmol) in n-BuOH (3 mL) was treated with 2.0 M aq. Na2CO3 solution (1 mL) then microwave heated at 140° C. for 6 min. The reaction was then filtered, and purified by HPLC to provide 5-(6-amino-5-(1-oxo-1,2,3,4-tetrahydroisoquinolin-6-yl)pyridin-3-yl)-N-ethylthiophene-2-sulfonamide as a white solid... The reactants are [OH-].[Na+] (sodium hydroxide), ClC1=NC(=CC(=C1)C1=CNC2=NC=CC=C21)Cl (3-(2,6-dichloropyridin-4-yl)-1H-pyrrolo[2,3-b]pyridine), CS(=O)(=O)N (methanesulfonamide), C([O-])([O-])=O.[Cs+].[Cs+] (cesium carbonate), CC1(C2=C(C(=CC=C2)P(C3=CC=CC=C3)C4=CC=CC=C4)OC5=C(C=CC=C51)P(C6=CC=CC=C6)C7=CC=CC=C7)C (Xantphos). The reagents and catalysts are C(C)(=O)[O-].[Pd+2].C(C)(=O)[O-] (palladium acetate). The solvent is O1CCOCC1 (dioxane), CN(C)C=O (DMF). Run at temperature 50 celsius. Product: ClC1=CC(=CC(=N1)NS(=O)(=O)C)C1=CNC2=NC=CC=C21 (N-[6-chloro-4-(1H-pyrrolo[2,3-b]pyridin-3-yl)pyridin-2-yl]methanesulfonamide). The yield is 5.8%. Reaction SMILES: [Cl:1][C:2]1[CH:7]=[C:6]([C:8]2[C:16]3[C:11](=[N:12][CH:13]=[CH:14][CH:15]=3)[NH:10][CH:9]=2)[CH:5]=[C:4](Cl)[N:3]=1.[CH3:18][S:19]([NH2:22])(=[O:21])=[O:20].C(=O)([O-])[O-].[Cs+].[Cs+].CC1(C)C2C(=C(P(C3C=CC=CC=3)C3C=CC=CC=3)C=CC=2)OC2C(P(C3C=CC=CC=3)C3C=CC=CC=3)=CC=CC1=2.[OH-].[Na+]>O1CCOCC1.CN(C=O)C.C([O-])(=O)C.[Pd+2].C([O-])(=O)C>[Cl:1][C:2]1[N:3]=[C:4]([NH:22][S:19]([CH3:18])(=[O:21])=[O:20])[CH:5]=[C:6]([C:8]2[C:16]3[C:11](=[N:12][CH:13]=[CH:14][CH:15]=3)[NH:10][CH:9]=2)[CH:7]=1 |f:2.3.4,6.7,10.11.12|. Procedure: A mixture of Example 61a (0.130 g, 0.322 mmol), methanesulfonamide (0.046 g, 0.482 mmol), cesium carbonate (0.136 g, 0.418 mmol), palladium acetate (3.61 mg, 0.016 mmol), and Xantphos (0.014 g, 0.024 mmol) in dioxane (3 mL) and DMF (0.1 mL) was heated at 160° C. for 30 minutes in a Biotage microwave reactor. The mixture was concentrated. The residue was treated with EtOAc and washed with 20% brine. The emulsion of the organic layer was concentrated. The solid was suspended in dioxane (4 mL), tre...